This data is from the Open Reaction Database (ORD), a public repository of structured organic reaction records. The task is: describe an organic reaction: reactants, conditions, products, and yield Reactants: O (Water), ClC=1C=C(C#N)C=CC1C (3-chloro-4-methylbenzonitrile), BrN1C(CCC1=O)=O (N-bromosuccinimide), N(=NC(C#N)(C)C)C(C#N)(C)C (azobisisobutyronitrile). The solvent is C(Cl)(Cl)(Cl)Cl (carbon tetrachloride). Yields the product BrCC1=C(C=C(C#N)C=C1)Cl (4-(bromomethyl)-3-chlorobenzonitrile). Yield: 98.1%. Reaction SMILES: [Cl:1][C:2]1[CH:3]=[C:4]([CH:7]=[CH:8][C:9]=1[CH3:10])[C:5]#[N:6].[Br:11]N1C(=O)CCC1=O.N(C(C)(C)C#N)=NC(C)(C)C#N.O>C(Cl)(Cl)(Cl)Cl>[Br:11][CH2:10][C:9]1[CH:8]=[CH:7][C:4]([C:5]#[N:6])=[CH:3][C:2]=1[Cl:1]. Reported procedure: A mixture of 3-chloro-4-methylbenzonitrile (7.5 g, 50 mmol, 1.0 equiv), N-bromosuccinimide (9.14 g, 52 mmol, 1.1 equiv), and azobisisobutyronitrile (AIBN, 0.82 g, 5 mmol, 0.1 equiv) in carbon tetrachloride was heated to reflux temperature for 25 h. Water (50 mL) was added, and the product was extracted with CH2Cl2. The organic layers were washed with water, dried with MgSO4, and evaporated to provide 11.3 g of the title compound. This material was used in the next step without purification. Reactants: C(CCCCCCCCCCC)C=1C=C(SC1)C=1SC=C(C1)CCCCCCCCCCCC (4,4′-didodecyl-2,2′-bithiophene), C1CC(=O)N(C1=O)Br (N-bromosuccimide), O (water). Solvent: C(Cl)(Cl)Cl.CC(=O)O (CHCl3 HOAc). Run at temperature 0 celsius, time 8 hour. Yields the product BrC1=C(C=C(S1)C=1SC=C(C1)CCCCCCCCCCCC)CCCCCCCCCCCC (5-bromo-4,4′-didodecyl-2,2′-bithiophene). Isolated yield 84.6%. RXN SMILES: [CH2:1]([C:13]1[CH:14]=[C:15]([C:18]2[S:19][CH:20]=[C:21]([CH2:23][CH2:24][CH2:25][CH2:26][CH2:27][CH2:28][CH2:29][CH2:30][CH2:31][CH2:32][CH2:33][CH3:34])[CH:22]=2)[S:16][CH:17]=1)[CH2:2][CH2:3][CH2:4][CH2:5][CH2:6][CH2:7][CH2:8][CH2:9][CH2:10][CH2:11][CH3:12].C1C(=O)N([Br:42])C(=O)C1.O>C(Cl)(Cl)Cl.CC(O)=O>[Br:42][C:20]1[S:19][C:18]([C:15]2[S:16][CH:17]=[C:13]([CH2:1][CH2:2][CH2:3][CH2:4][CH2:5][CH2:6][CH2:7][CH2:8][CH2:9][CH2:10][CH2:11][CH3:12])[CH:14]=2)=[CH:22][C:21]=1[CH2:23][CH2:24][CH2:25][CH2:26][CH2:27][CH2:28][CH2:29][CH2:30][CH2:31][CH2:32][CH2:33][CH3:34] |f:3.4|. Reported procedure: To a solution of 4,4′-didodecyl-2,2′-bithiophene (0.100 g, 0.199 mmol) in CHCl3/HOAc (1:1) (Vt=2.0 mL) at 0° C. was added N-bromosuccimide (NBS, 35.7 mg, 0.199 mmol) in portions over a period of 45 minutes. The reaction mixture was stirred for 1 hour at 0° C. and overnight at room temperature. The reaction mixture was poured into water (50.0 mL) and extracted with chloroform (3×50.0 mL). The combined organic phases were washed with water (50.0 mL), NaOH solution, and dried over MgSO4. After filt... Starting materials: ClCCl, CC(C)(C)C(=O)N1CCc2c([nH]c3ccccc23)C1, [Na+], [OH-], O=S(=O)(Cl)c1ccccc1. The product is CC(C)(C)C(=O)N1CCc2c(n(S(=O)(=O)c3ccccc3)c3ccccc23)C1. Reaction SMILES: [CH2:32]([Cl:33])[Cl:34].[CH3:3][C:4]([C:5](=[O:6])[N:7]1[CH2:8][c:9]2[nH:10][c:11]3[cH:12][cH:13][cH:14][cH:15][c:16]3[c:17]2[CH2:18][CH2:19]1)([CH3:20])[CH3:21].[Na+:2].[OH-:1].[c:22]1([S:28](=[O:29])(=[O:30])[Cl:31])[cH:23][cH:24][cH:25][cH:26][cH:27]1>>[CH3:3][C:4]([C:5](=[O:6])[N:7]1[CH2:8][c:9]2[n:10]([S:28]([c:22]3[cH:23][cH:24][cH:25][cH:26][cH:27]3)(=[O:29])=[O:30])[c:11]3[cH:12][cH:13][cH:14][cH:15][c:16]3[c:17]2[CH2:18][CH2:19]1)([CH3:20])[CH3:21]. The reactants are O=C([O-])O, CC(C)(C)c1csc(-c2cc3cc(Cn4c(C(N)=O)cc5ccccc54)ccc3o2)n1, CN(C)C=O, [Na+], O=P(Cl)(Cl)Cl. The product is CC(C)(C)c1csc(-c2cc3cc(Cn4c(C#N)cc5ccccc54)ccc3o2)n1. Reaction SMILES: [C:37](=[O:38])([O-:39])[OH:40].[C:6]([CH3:7])([CH3:8])([CH3:9])[c:10]1[n:11][c:12](-[c:15]2[o:16][c:17]3[c:18]([cH:19]2)[cH:20][c:21]([CH2:24][n:25]2[c:26]([C:34](=[O:35])[NH2:36])[cH:27][c:28]4[cH:29][cH:30][cH:31][cH:32][c:33]24)[cH:22][cH:23]3)[s:13][cH:14]1.[CH3:42][N:43]([CH3:44])[CH:45]=[O:46].[Na+:41].[P:1]([Cl:2])([Cl:3])([Cl:4])=[O:5]>>[C:6]([CH3:7])([CH3:8])([CH3:9])[c:10]1[n:11][c:12](-[c:15]2[o:16][c:17]3[c:18]([cH:19]2)[cH:20][c:21]([CH2:24][n:25]2[c:26]([C:34]#[N:36])[cH:27][c:28]4[cH:29][cH:30][cH:31][cH:32][c:33]24)[cH:22][cH:23]3)[s:13][cH:14]1. Starting materials: [N+](=O)(O)[O-] (nitric acid), FC(SC1=CC=C(C=C1)O)(F)F (4-(trifluoromethylthio)phenol), ice water, S(O)(O)(=O)=O (sulfuric acid). Run in C(C)(=O)O (acetic acid), C(C)(=O)O (acetic acid). Conditions: time 3 hour. Yields the product [N+](=O)([O-])C1=C(C=CC(=C1)SC(F)(F)F)O (2-nitro-4-(trifluoromethylthio)phenol). The yield is 100.5%. RXN SMILES: [F:1][C:2]([F:12])([F:11])[S:3][C:4]1[CH:9]=[CH:8][C:7]([OH:10])=[CH:6][CH:5]=1.[N+:13]([O-])([OH:15])=[O:14].S(=O)(=O)(O)O>C(O)(=O)C>[N+:13]([C:6]1[CH:5]=[C:4]([S:3][C:2]([F:11])([F:1])[F:12])[CH:9]=[CH:8][C:7]=1[OH:10])([O-:15])=[O:14]. Procedure details: To a mixture of 4.8 g of 4-(trifluoromethylthio)phenol and 20 ml of acetic acid, a mixture of 2.5 g of 70% nitric acid and 1 ml of acetic acid and then 1.5 ml of concentrated sulfuric acid were added dropwise with the internal temperature kept at 10-15° C. The reaction mixture was stirred for three hours. The reaction mixture was poured into ice water and extracted with ethyl acetate. The combined organic layers were washed with water, a saturated aqueous solution of sodium hydrogencarbonate and...